Dataset: the Open Reaction Database (ORD), a public repository of structured organic reaction records. Task: describe an organic reaction: reactants, conditions, products, and yield The reactants are Cl (HCl), C1(=CC=CC=C1)[Mg]Br (phenylmagnesium bromide), cupric acetate, C1C(C=C)O1 (butadiene monoxide). Solvent: CCOCC (ether), C1CCOC1 (THF). Reaction conditions: temperature -10 celsius, time 16 hour. The product is C1(=CC=CC=C1)CC=CCO (4-phenyl-2-buten-1-ol). Yield: 30.0%. Reaction SMILES: [C:1]1([Mg]Br)[CH:6]=[CH:5][CH:4]=[CH:3][CH:2]=1.[CH2:9]1[O:13][CH:10]1[CH:11]=[CH2:12].Cl>CCOCC.C1COCC1>[C:1]1([CH2:12][CH:11]=[CH:10][CH2:9][OH:13])[CH:6]=[CH:5][CH:4]=[CH:3][CH:2]=1. Procedure details: To a -10° C. solution of phenylmagnesium bromide, 3M in ether (68 mL) was added a solution of cupric acetate (5.6 g) and butadiene monoxide (6.43 mL) in THF (200 mL) over 40 min while maintaining the reaction temperature below -5° C. The reaction was stirred at -10° C. for 1 h, room temperature for 16 h, refluxed for 15 min then cooled to room temperature. Aqueous HCl (10%, 100 mL) was added and the mixture extracted with ethyl acetate. The organic solution was washed with aqueous HCl (10%), NaH... The reactants are CI, CC(C)(C)OC(=O)NC1CCN(c2ccc([N+](=O)[O-])cc2)C1. The product is CN(C(=O)OC(C)(C)C)C1CCN(c2ccc([N+](=O)[O-])cc2)C1. As a reaction SMILES: [I:23][CH3:24].[N+:1](=[O:2])([O-:3])[c:4]1[cH:5][cH:6][c:7]([N:10]2[CH2:11][CH:12]([NH:15][C:16]([O:17][C:18]([CH3:19])([CH3:20])[CH3:21])=[O:22])[CH2:13][CH2:14]2)[cH:8][cH:9]1>>[N+:1](=[O:2])([O-:3])[c:4]1[cH:5][cH:6][c:7]([N:10]2[CH2:11][CH:12]([N:15]([C:16]([O:17][C:18]([CH3:19])([CH3:20])[CH3:21])=[O:22])[CH3:24])[CH2:13][CH2:14]2)[cH:8][cH:9]1.